describe an organic reaction: reactants, conditions, products, and yield From a dataset of the Open Reaction Database (ORD), a public repository of structured organic reaction records. Product: CC(CCS(=O)(=O)OC1=CC=CC=C1)(C)[N+](=O)[O-] (Phenyl 3-methyl-3-nitrobutane-1-sulfonate). As a reaction SMILES: [CH:1]([S:3]([O:6][C:7]1[CH:12]=[CH:11][CH:10]=[CH:9][CH:8]=1)(=[O:5])=[O:4])=[CH2:2].[N+:13]([CH:16]([CH3:18])[CH3:17])([O-:15])=[O:14].C(N(C(C)C)C(C)C)C.Cl>CC(=O)OCC>[CH3:17][C:16]([N+:13]([O-:15])=[O:14])([CH3:18])[CH2:2][CH2:1][S:3]([O:6][C:7]1[CH:12]=[CH:11][CH:10]=[CH:9][CH:8]=1)(=[O:4])=[O:5]. Reaction conditions: temperature 80 celsius, time 30 minute. Procedure details: A mixture of 9.43 g of phenyl ethenesulfonate and 4.60 ml of 2-nitro-propane was heated to 80° C. and, at 80° C., 0.89 ml of ethyidiisopropylamine was added dropwise. The mixture was stirred at 80° C. for 4 hours and 30 minutes, left to stand at RT for 16 hours and then stirred at 80° C. for a further 2 hours. Cooling to RT was followed by addition of 250 ml of a 2N aqueous HCl solution and extraction 3 times with 150 ml of EA each time. Drying over Na2SO4 and removal of the solvent in vacuo wer... Solvent: CC(OCC)=O (EA). Starting materials: C(=C)S(=O)(=O)OC1=CC=CC=C1 (phenyl ethenesulfonate), [N+](=O)([O-])C(C)C (2-nitro-propane), Cl (HCl), C(C)N(C(C)C)C(C)C (ethyidiisopropylamine).